From a dataset of the Open Reaction Database (ORD), a public repository of structured organic reaction records. describe an organic reaction: reactants, conditions, products, and yield Reaction conditions: time 16 hour. Solvent: CO (methanol). RXN SMILES: C[O:2][C:3](=[O:33])[CH:4]([O:30][CH2:31][CH3:32])[CH2:5][C:6]1[CH:11]=[CH:10][C:9]([O:12][CH:13]([C:15]2[C:24]([CH3:25])=[CH:23][C:22]3[C:21]([CH3:27])([CH3:26])[CH2:20][CH2:19][C:18]([CH3:29])([CH3:28])[C:17]=3[CH:16]=2)[CH3:14])=[CH:8][CH:7]=1.[OH-].[Na+]>CO>[CH2:31]([O:30][CH:4]([CH2:5][C:6]1[CH:7]=[CH:8][C:9]([O:12][CH:13]([C:15]2[C:24]([CH3:25])=[CH:23][C:22]3[C:21]([CH3:27])([CH3:26])[CH2:20][CH2:19][C:18]([CH3:29])([CH3:28])[C:17]=3[CH:16]=2)[CH3:14])=[CH:10][CH:11]=1)[C:3]([OH:33])=[O:2])[CH3:32] |f:1.2|. Yields the product C(C)OC(C(=O)O)CC1=CC=C(C=C1)OC(C)C1=CC=2C(CCC(C2C=C1C)(C)C)(C)C (2-Ethoxy-3-(4-(1-(3,5,5,8,8-pentamethyl-5,6,7,8-tetrahydro-naphtalen-2-yl)-ethoxy)-phenyl)-propionic acid). Starting materials: COC(C(CC1=CC=C(C=C1)OC(C)C1=CC=2C(CCC(C2C=C1C)(C)C)(C)C)OCC)=O (2-ethoxy-3-(4-(1-(3,5,5,8,8-pentamethyl-5,6,7,8-tetrahydro-naphtalen-2-yl)-ethoxy)-phenyl)-propionic acid methyl ester), [OH-].[Na+] (NaOH). Reported procedure: A solution of 2-ethoxy-3-(4-(1-(3,5,5,8,8-pentamethyl-5,6,7,8-tetrahydro-naphtalen-2-yl)-ethoxy)-phenyl)-propionic acid methyl ester (108 mg; 0.24 mmol) in methanol (15 ml) was treated with 1 N NaOH and the reaction mixture was stirred for 16 hours. The reaction mixture was evaporated and 0.1 N HCl (20 ml) and ethyl acetate (50 ml) was added. The organic phase was separated and the water phase was further extracted with ethyl acetate (50 ml). The combined organic phases were dried and evaporated... Starting materials: CC(C)O (propan-2-ol), [H-].[Na+] (sodium hydride), ClC=1N=C(C2=C(N1)N(C=C2I)COCC[Si](C)(C)C)Cl (2,4-dichloro-5-iodo-7-((2-(trimethylsilyl)ethoxy)methyl)-7H-pyrrolo[2,3-d]pyrimidine). Run in C1CCOC1 (THF), C1CCOC1 (THF). Reaction conditions: time 1 hour. Yields the product ClC=1N=C(C2=C(N1)N(C=C2I)COCC[Si](C)(C)C)OC(C)C (2-Chloro-5-iodo-4-isopropoxy-7-((2-(trimethylsilyl)ethoxy)methyl)-7H-pyrrolo[2,3-d]pyrimidine). Yield: 81.0%. As a reaction SMILES: [H-].[Na+].[CH3:3][CH:4]([OH:6])[CH3:5].[Cl:7][C:8]1[N:9]=[C:10](Cl)[C:11]2[C:16]([I:17])=[CH:15][N:14]([CH2:18][O:19][CH2:20][CH2:21][Si:22]([CH3:25])([CH3:24])[CH3:23])[C:12]=2[N:13]=1>C1COCC1>[Cl:7][C:8]1[N:9]=[C:10]([O:6][CH:4]([CH3:5])[CH3:3])[C:11]2[C:16]([I:17])=[CH:15][N:14]([CH2:18][O:19][CH2:20][CH2:21][Si:22]([CH3:25])([CH3:24])[CH3:23])[C:12]=2[N:13]=1 |f:0.1|. Procedure: To a suspension of sodium hydride (1 equiv, 60% in mineral oil) in dry THF (0.9 M) under nitrogen atmosphere was added propan-2-ol (0.52 equiv). The reaction mixture was stirred at room temperature for 30 min before a solution of 2,4-dichloro-5-iodo-7-((2-(trimethylsilyl)ethoxy)methyl)-7H-pyrrolo[2,3-d]pyrimidine (0.5 equiv) in dry THF (0.45 M) was added. The mixture was stirred at room temperature for 1 h. The reaction was monitored by thin layer chromatography. Upon completion, the reaction mi... Reactants: CC(C)(C)ON=C(c1cc(C(F)(F)F)ccc1O)c1ncccc1O, CC(=O)OC(C)=O, ClC(Cl)Cl, O, c1ccncc1. The product is CC(=O)Oc1cccnc1C(=NOC(C)(C)C)c1cc(C(F)(F)F)ccc1O. As a reaction SMILES: [C:14]([CH3:15])([CH3:16])([CH3:17])[O:18][N:19]=[C:20]([c:21]1[c:22]([OH:31])[cH:23][cH:24][c:25]([C:27]([F:28])([F:29])[F:30])[cH:26]1)[c:32]1[n:33][cH:34][cH:35][cH:36][c:37]1[OH:38].[CH3:7][C:8](=[O:9])[O:10][C:11](=[O:12])[CH3:13].[CH:40]([Cl:41])([Cl:42])[Cl:43].[OH2:39].[cH:1]1[cH:2][cH:3][n:4][cH:5][cH:6]1>>[CH3:7][C:8](=[O:9])[O:38][c:37]1[c:32]([C:20](=[N:19][O:18][C:14]([CH3:15])([CH3:16])[CH3:17])[c:21]2[c:22]([OH:31])[cH:23][cH:24][c:25]([C:27]([F:28])([F:29])[F:30])[cH:26]2)[n:33][cH:34][cH:35][cH:36]1. Reactants: OCN1C(CN(CC1=O)CCN1CC(N(C(C1)=O)CO)=O)=O (1,2-bis(4-hydroxymethyl-3,5-dioxopiperazin-1-yl)ethane), N1=CC=CC=C1 (pyridine), C1(CCCCC1)C(=O)Cl (cyclohexanecarbonyl chloride), C(C)(=O)OCC (ethyl acetate). Conditions: time 12 hour. Yields the product C1(CCCCC1)C(=O)OCN1C(CN(CC1=O)CCN1CC(N(C(C1)=O)COC(=O)C1CCCCC1)=O)=O (1,2-Bis(4-cyclohexylcarbonyloxymethyl-3,5-dioxopiperazin-1-yl)ethane). Isolated yield 30.0%. RXN SMILES: [OH:1][CH2:2][N:3]1[C:8](=[O:9])[CH2:7][N:6]([CH2:10][CH2:11][N:12]2[CH2:17][C:16](=[O:18])[N:15]([CH2:19][OH:20])[C:14](=[O:21])[CH2:13]2)[CH2:5][C:4]1=[O:22].N1[CH:28]=[CH:27][CH:26]=[CH:25][CH:24]=1.[CH:29]1([C:35](Cl)=[O:36])[CH2:34][CH2:33][CH2:32][CH2:31][CH2:30]1.C([O:41][CH2:42][CH3:43])(=O)C>>[CH:29]1([C:35]([O:20][CH2:19][N:15]2[C:14](=[O:21])[CH2:13][N:12]([CH2:11][CH2:10][N:6]3[CH2:7][C:8](=[O:9])[N:3]([CH2:2][O:1][C:42]([CH:43]4[CH2:28][CH2:27][CH2:26][CH2:25][CH2:24]4)=[O:41])[C:4](=[O:22])[CH2:5]3)[CH2:17][C:16]2=[O:18])=[O:36])[CH2:34][CH2:33][CH2:32][CH2:31][CH2:30]1. Procedure: To a mixture of 1,2-bis(4-hydroxymethyl-3,5-dioxopiperazin-1-yl)ethane (0.32 g, 1.0 m mol) and pyridine (9 ml), cyclohexanecarbonyl chloride (0.3 ml, 2.2 m mol) was added gradually, and then the mixture was stirred for 12 hours at room temperature. The reaction mixture was diluted with ethyl acetate (100 ml) and was washed with 10% sulfuric acid solution and successively with water and was dried. The crude product obtained by removing the solvent under reduced pressure from the above mixture was...